From a dataset of the Open Reaction Database (ORD), a public repository of structured organic reaction records. describe an organic reaction: reactants, conditions, products, and yield Reactants: C1COCCO1, [N-]=[N+]=NCc1cncc(Br)c1, O, c1ccc(P(c2ccccc2)c2ccccc2)cc1. Product: NCc1cncc(Br)c1. RXN SMILES: [CH2:32]1[O:33][CH2:34][CH2:35][O:36][CH2:37]1.[N:1](=[N+:2]=[N-:3])[CH2:4][c:5]1[cH:6][n:7][cH:8][c:9]([Br:11])[cH:10]1.[OH2:12].[c:13]1([P:14]([c:15]2[cH:16][cH:17][cH:18][cH:19][cH:20]2)[c:21]2[cH:22][cH:23][cH:24][cH:25][cH:26]2)[cH:27][cH:28][cH:29][cH:30][cH:31]1>>[NH2:1][CH2:4][c:5]1[cH:6][n:7][cH:8][c:9]([Br:11])[cH:10]1. The reactants are C, CC(O)COc1ccccc1, O=S(=O)(O)Cl, c1ccncc1. Yields the product CC(COc1ccccc1)OS(C)(=O)=O. RXN SMILES: [CH4:17].[O:1]([c:2]1[cH:3][cH:4][cH:5][cH:6][cH:7]1)[CH2:8][CH:9]([CH3:10])[OH:11].[S:12](=[O:13])([Cl:14])([OH:15])=[O:16].[cH:18]1[cH:19][cH:20][n:21][cH:22][cH:23]1>>[O:1]([c:2]1[cH:3][cH:4][cH:5][cH:6][cH:7]1)[CH2:8][CH:9]([CH3:10])[O:11][S:12](=[O:13])(=[O:15])[CH3:17]. Reactants: C(=O)(OC)C1=CC=C(C=C1)C(C(=O)C1=CC=2C(CCC(C2C=C1)(C)C)(C)C)=O (1-(4-Carbomethoxyphenyl)-2-(5,6,7,8-tetrahydro-5,5,8,8-tetramethyl-2-naphthyl)ethanedione), C(C)(=O)O (acetic acid), O (water), O (water). Solvent: S(O)(O)(=O)=O (sulfuric acid). Yields the product C(=O)(O)C1=CC=C(C=C1)C(C(=O)C1=CC=2C(CCC(C2C=C1)(C)C)(C)C)=O (1-(4-Carboxyphenyl)-2-(5,6,7,8-tetrahydro-5,5,8,8-tetramethyl-2-naphthyl)ethanedione). Isolated yield 85.1%. Reaction SMILES: [C:1]([C:5]1[CH:10]=[CH:9][C:8]([C:11](=[O:28])[C:12]([C:14]2[CH:23]=[CH:22][C:21]3[C:20]([CH3:25])([CH3:24])[CH2:19][CH2:18][C:17]([CH3:27])([CH3:26])[C:16]=3[CH:15]=2)=[O:13])=[CH:7][CH:6]=1)([O:3]C)=[O:2].C(O)(=O)C.O>S(=O)(=O)(O)O>[C:1]([C:5]1[CH:10]=[CH:9][C:8]([C:11](=[O:28])[C:12]([C:14]2[CH:23]=[CH:22][C:21]3[C:20]([CH3:24])([CH3:25])[CH2:19][CH2:18][C:17]([CH3:27])([CH3:26])[C:16]=3[CH:15]=2)=[O:13])=[CH:7][CH:6]=1)([OH:3])=[O:2]. Procedure details: 3.9 g (10 mmol) of 1-(4-Carbomethoxyphenyl)-2-(5,6,7,8-tetrahydro-5,5,8,8-tetramethyl-2-naphthyl)ethanedione (Example 6) were refluxed in a mixture of 5 ml of concentrated sulfuric acid, 80 ml of glacial acetic acid and 40 ml of water for 8 h. The mixture was then poured into 500 ml of water, and the crystalline precipitate was filtered off with suction and washed with water until the washings were neutral. The dried crude product was recrystallized from cyclohexane, yielding 3.1 g of the title ... Procedure details: The 2-(5-Chloro-2-fluoro-phenyl)-7-(2-di-methylamino-ethylamino)-pyrido[2,3-d]pyrimidin-4-ol (0.18 g) was dissolved in P(O)Cl3 (10 mL) and heated to reflux for 2 hr. The mixture was reduced in volume and NaHCO3 (sat aq) was added. The mixture was extracted with CH2Cl2 (×3). The extracts were combined and dried over MgSO4, filtered and evaporated to dryness to afford N′-[4-Chloro-2-(5-chloro-2-fluoro-phenyl)-pyrido[2,3-d]pyrimidin-7-yl]-N,N-dimethylethane-1,2-diamine. The reactants are ClC=1C=CC(=C(C1)C=1N=C(C2=C(N1)N=C(C=C2)NCCN(C)C)O)F (2-(5-Chloro-2-fluoro-phenyl)-7-(2-di-methylamino-ethylamino)-pyrido[2,3-d]pyrimidin-4-ol), P(=O)(Cl)(Cl)Cl (P(O)Cl3), C(=O)(O)[O-].[Na+] (NaHCO3). Yields the product ClC=1C2=C(N=C(N1)C1=C(C=CC(=C1)Cl)F)N=C(C=C2)NCCN(C)C (N′-[4-Chloro-2-(5-chloro-2-fluoro-phenyl)-pyrido[2,3-d]pyrimidin-7-yl]-N,N-dimethylethane-1,2-diamine). RXN SMILES: [Cl:1][C:2]1[CH:3]=[CH:4][C:5]([F:25])=[C:6]([C:8]2[N:9]=[C:10](O)[C:11]3[CH:17]=[CH:16][C:15]([NH:18][CH2:19][CH2:20][N:21]([CH3:23])[CH3:22])=[N:14][C:12]=3[N:13]=2)[CH:7]=1.C([O-])(O)=O.[Na+].P(Cl)(Cl)([Cl:33])=O>>[Cl:33][C:10]1[C:11]2[CH:17]=[CH:16][C:15]([NH:18][CH2:19][CH2:20][N:21]([CH3:23])[CH3:22])=[N:14][C:12]=2[N:13]=[C:8]([C:6]2[CH:7]=[C:2]([Cl:1])[CH:3]=[CH:4][C:5]=2[F:25])[N:9]=1 |f:1.2|. Reactants: C(C)OC(=O)CC(CON=C(C1=CC=C(C=C1)OC)C1=CC=C(C=C1)OC)=O (4,4'-dimethoxybenzophenone O-(3-ethoxycarbonyl-2-oxopropyl) oxime), Cl.O(C)N (methoxylamine hydrochloride), C(C)(=O)OCC (ethyl acetate). Solvent: N1=CC=CC=C1 (pyridine). Conditions: time 2 hour. The product is C(C)OC(C(CON=C(C1=CC=C(C=C1)OC)C1=CC=C(C=C1)OC)=NOC)=C=O (4,4'-Dimethoxybenzophenone O-(3-ethoxy-carbonyl-2-methoxyiminopropyl) oxime). Reaction SMILES: C(O[C:4]([CH2:6][C:7](=O)[CH2:8][O:9][N:10]=[C:11]([C:20]1[CH:25]=[CH:24][C:23]([O:26][CH3:27])=[CH:22][CH:21]=1)[C:12]1[CH:17]=[CH:16][C:15]([O:18][CH3:19])=[CH:14][CH:13]=1)=[O:5])C.Cl.[O:30]([NH2:32])[CH3:31].[C:33](OCC)(=[O:35])[CH3:34]>N1C=CC=CC=1>[CH2:33]([O:35][C:6](=[C:4]=[O:5])[C:7](=[N:32][O:30][CH3:31])[CH2:8][O:9][N:10]=[C:11]([C:12]1[CH:17]=[CH:16][C:15]([O:18][CH3:19])=[CH:14][CH:13]=1)[C:20]1[CH:21]=[CH:22][C:23]([O:26][CH3:27])=[CH:24][CH:25]=1)[CH3:34] |f:1.2|. Reported procedure: 3.85 g of the 4,4'-dimethoxybenzophenone O-(3-ethoxycarbonyl-2-oxopropyl) oxime as obtained in Example 1 was dissolved in 5 ml of pyridine and 1 g of methoxylamine hydrochloride was added thereto. Then the obtained mixture was stirred at room temperature. After two hours, the reaction mixture was poured into ethyl acetate, washed with diluted hydrochloric acid and then with a saturated saline solution and purified by silica gel chromatography. Thus 4 g of the title compound was obtained in the f... The reactants are FC(CO)(C(C(C(CO)(F)F)(F)F)(F)F)F (2,2,3,3,4,4,5,5-octafluoro-1,6-hexanediol), FC1=CC=C(C=O)C=C1 (4-fluorobenzaldehyde), C([O-])([O-])=O.[K+].[K+] (potassium carbonate). Run in CN1CCCC1=O (NMP). Reaction conditions: temperature 97.5 celsius. Product: OCC(C(C(C(COC1=CC=C(C=O)C=C1)(F)F)(F)F)(F)F)(F)F (4-(6-hydroxy-2,2,3,3,4,4,5,5-octafluorohexyloxy)benzaldehyde). As a reaction SMILES: [F:1][C:2]([F:16])([C:5]([F:15])([F:14])[C:6]([F:13])([F:12])[C:7]([F:11])([F:10])[CH2:8][OH:9])[CH2:3][OH:4].F[C:18]1[CH:25]=[CH:24][C:21]([CH:22]=[O:23])=[CH:20][CH:19]=1.C(=O)([O-])[O-].[K+].[K+]>CN1C(=O)CCC1>[OH:9][CH2:8][C:7]([F:10])([F:11])[C:6]([F:13])([F:12])[C:5]([F:14])([F:15])[C:2]([F:16])([F:1])[CH2:3][O:4][C:18]1[CH:25]=[CH:24][C:21]([CH:22]=[O:23])=[CH:20][CH:19]=1 |f:2.3.4|. Procedure details: A mixture of 2,2,3,3,4,4,5,5-octafluoro-1,6-hexanediol (7.86 g), 4-fluorobenzaldehyde (1.24 g), NMP (10 mL), and potassium carbonate (4.14 g) was heated to 95-100° C. for 48 hrs. The mixture was further processed as described in Example 1 to provide 4-(6-hydroxy-2,2,3,3,4,4,5,5-octafluorohexyloxy)benzaldehyde.